Dataset: the Open Reaction Database (ORD), a public repository of structured organic reaction records. Task: describe an organic reaction: reactants, conditions, products, and yield As a reaction SMILES: [C-:26]#[N:27].[CH3:1][O:2][CH2:3][CH2:4][CH2:5][c:6]1[c:7](-[c:12]2[n:13][cH:14][c:15]([C:16]([O:17][CH3:18])=[O:19])[c:20]([C:22]([F:23])([F:24])[F:25])[cH:21]2)[cH:8][cH:9][cH:10][cH:11]1.[CH3:29][OH:30].[K+:28]>>[CH3:1][O:2][CH2:3][CH2:4][CH2:5][c:6]1[c:7](-[c:12]2[n:13][cH:14][c:15]([CH2:16][C:26]#[N:27])[c:20]([C:22]([F:23])([F:24])[F:25])[cH:21]2)[cH:8][cH:9][cH:10][cH:11]1. The product is COCCCc1ccccc1-c1cc(C(F)(F)F)c(CC#N)cn1. Reactants: [C-]#N, COCCCc1ccccc1-c1cc(C(F)(F)F)c(C(=O)OC)cn1, CO, [K+]. The reactants are CI, CC(C)=O, CCOC(=O)c1c[nH]c(S)n1. Yields the product CCOC(=O)c1c[nH]c(SC)n1. RXN SMILES: [CH3:12][I:13].[CH3:14][C:15](=[O:16])[CH3:17].[SH:1][c:2]1[nH:3][cH:4][c:5]([C:7](=[O:8])[O:9][CH2:10][CH3:11])[n:6]1>>[S:1]([c:2]1[nH:3][cH:4][c:5]([C:7](=[O:8])[O:9][CH2:10][CH3:11])[n:6]1)[CH3:12]. The reactants are O=C([O-])O, CCOCC, [H-], O=C(Oc1ccc([N+](=O)[O-])cc1)N1CC(Oc2ccc(I)cn2)C1, Nc1cccnn1, [Na+], [Na+], CN(C)C=O. Yields the product O=C(Nc1cccnn1)N1CC(Oc2ccc(I)cn2)C1. As a reaction SMILES: [C:34](=[O:35])([OH:36])[O-:37].[CH3:44][CH2:45][O:46][CH2:47][CH3:48].[H-:1].[N+:10]([c:11]1[cH:12][cH:13][c:14]([O:19][C:20](=[O:15])[N:22]2[CH2:23][CH:24]([O:26][c:27]3[n:28][cH:29][c:30]([I:33])[cH:31][cH:32]3)[CH2:25]2)[cH:16][cH:17]1)([O-:18])=[O:21].[NH2:3][c:4]1[n:5][n:6][cH:7][cH:8][cH:9]1.[Na+:2].[Na+:38].[O:39]=[CH:40][N:41]([CH3:42])[CH3:43]>>[NH:3]([c:4]1[n:5][n:6][cH:7][cH:8][cH:9]1)[C:20](=[O:19])[N:22]1[CH2:23][CH:24]([O:26][c:27]2[n:28][cH:29][c:30]([I:33])[cH:31][cH:32]2)[CH2:25]1.